describe an organic reaction: reactants, conditions, products, and yield From a dataset of the Open Reaction Database (ORD), a public repository of structured organic reaction records. Starting materials: CC1(C)C(=O)N(C2C3CC4CC(C3)CC2C4)C1C1(c2ccc(Br)cc2)CC1, [K+], [K+], [K+], O, O=P([O-])([O-])[O-], [Pd], c1ccc(P(c2ccccc2)c2ccccc2)cc1, OB(O)c1ccccc1, c1ccc(P(c2ccccc2)c2ccccc2)cc1, c1ccc(P(c2ccccc2)c2ccccc2)cc1, c1ccc(P(c2ccccc2)c2ccccc2)cc1. Yields the product CC1(C)C(=O)N(C2C3CC4CC(C3)CC2C4)C1C1(c2ccc(-c3ccccc3)cc2)CC1. RXN SMILES: [Br:19][c:20]1[cH:21][cH:22][c:23]([C:26]2([CH:29]3[C:30]([CH3:44])([CH3:45])[C:31](=[O:43])[N:32]3[CH:33]3[CH:34]4[CH2:35][CH:36]5[CH2:37][CH:38]([CH2:39][CH:40]3[CH2:41]5)[CH2:42]4)[CH2:27][CH2:28]2)[cH:24][cH:25]1.[K+:15].[K+:16].[K+:17].[OH2:18].[P:10]([O-:11])([O-:12])([O-:13])=[O:14].[Pd:46].[c:104]1([P:105]([c:106]2[cH:107][cH:108][cH:109][cH:110][cH:111]2)[c:112]2[cH:113][cH:114][cH:115][cH:116][cH:117]2)[cH:118][cH:119][cH:120][cH:121][cH:122]1.[c:1]1([B:7]([OH:8])[OH:9])[cH:2][cH:3][cH:4][cH:5][cH:6]1.[c:47]1([P:48]([c:49]2[cH:50][cH:51][cH:52][cH:53][cH:54]2)[c:55]2[cH:56][cH:57][cH:58][cH:59][cH:60]2)[cH:61][cH:62][cH:63][cH:64][cH:65]1.[c:66]1([P:67]([c:68]2[cH:69][cH:70][cH:71][cH:72][cH:73]2)[c:74]2[cH:75][cH:76][cH:77][cH:78][cH:79]2)[cH:80][cH:81][cH:82][cH:83][cH:84]1.[c:85]1([P:86]([c:87]2[cH:88][cH:89][cH:90][cH:91][cH:92]2)[c:93]2[cH:94][cH:95][cH:96][cH:97][cH:98]2)[cH:99][cH:100][cH:101][cH:102][cH:103]1>>[c:1]1(-[c:20]2[cH:21][cH:22][c:23]([C:26]3([CH:29]4[C:30]([CH3:44])([CH3:45])[C:31](=[O:43])[N:32]4[CH:33]4[CH:34]5[CH2:35][CH:36]6[CH2:37][CH:38]([CH2:39][CH:40]4[CH2:41]6)[CH2:42]5)[CH2:27][CH2:28]3)[cH:24][cH:25]2)[cH:2][cH:3][cH:4][cH:5][cH:6]1. Starting materials: BrC=1C(=NC=C(C(=O)NC2=CC=C(C=C2)OC(F)(F)Cl)C1)N1C[C@H]([C@H](C1)O)O (5-bromo-N-(4-(chlorodifluoromethoxy)phenyl)-6-(cis-3,4-dihydroxypyrrolidin-1-yl)nicotinamide), N1=CN=CC(=C1)B(O)O (pyrimidin-5-ylboronic acid). The product is ClC(OC1=CC=C(C=C1)NC(C1=CN=C(C(=C1)C=1C=NC=NC1)N1C[C@H]([C@H](C1)O)O)=O)(F)F (N-(4-(Chlorodifluoromethoxy)phenyl)-6-(cis-3,4-dihydroxypyrrolidin-1-yl)-5-(pyrimidin-5-yl)nicotinamide). Reaction SMILES: Br[C:2]1[C:3]([N:22]2[CH2:26][C@H:25]([OH:27])[C@H:24]([OH:28])[CH2:23]2)=[N:4][CH:5]=[C:6]([CH:21]=1)[C:7]([NH:9][C:10]1[CH:15]=[CH:14][C:13]([O:16][C:17]([Cl:20])([F:19])[F:18])=[CH:12][CH:11]=1)=[O:8].[N:29]1[CH:34]=[C:33](B(O)O)[CH:32]=[N:31][CH:30]=1>>[Cl:20][C:17]([F:19])([F:18])[O:16][C:13]1[CH:14]=[CH:15][C:10]([NH:9][C:7](=[O:8])[C:6]2[CH:21]=[C:2]([C:33]3[CH:34]=[N:29][CH:30]=[N:31][CH:32]=3)[C:3]([N:22]3[CH2:26][C@H:25]([OH:27])[C@H:24]([OH:28])[CH2:23]3)=[N:4][CH:5]=2)=[CH:11][CH:12]=1. Procedure: The title compound was prepared in an analogous fashion to that described in Example 244 using 5-bromo-N-(4-(chlorodifluoromethoxy)phenyl)-6-(cis-3,4-dihydroxypyrrolidin-1-yl)nicotinamide (Stage 249.1) and pyrimidin-5-ylboronic acid to afford a white solid. UPLC-MS (Condition 3) tR=0.87 min, m/z=478.1 [M+H]+, m/z=476.1 [M−H]−; 1H-NMR (400 MHz, DMSO-d6) δ ppm 3.05 (dd, J=11.00, 4.40 Hz, 2H) 3.26 (dd, J=10.64, 5.26 Hz, 2H) 3.94-4.02 (m, 2H) 4.88 (d, J=4.65 Hz, 2H) 7.34 (d, J=9.05 Hz, 2H) 7.81-7.90... Reactants: OCC=1C=C(C=CC1)O (3-hydroxymethylphenol), powder, C(C)(=O)OC=1C(C(=O)Cl)=CC=CC1 (acetylsalicylic acid chloride), C([O-])([O-])=O.[K+].[K+] (potassium carbonate). The solvent is CC(=O)C (acetone), CC(=O)C (acetone). Product: 3-hydroxymethylphenyl ester, C(C)(=O)OC1=C(C(=O)O)C=CC=C1 (2-acetoxy-benzoic acid). Yield: 87.5%. Reaction SMILES: [OH:1]CC1C=C(O)C=CC=1.C(=O)([O-])[O-].[K+].[K+].[C:16]([O:19][C:20]1[C:21](=[CH:25][CH:26]=[CH:27][CH:28]=1)[C:22](Cl)=[O:23])(=[O:18])[CH3:17]>CC(C)=O>[C:16]([O:19][C:20]1[CH:28]=[CH:27][CH:26]=[CH:25][C:21]=1[C:22]([OH:1])=[O:23])(=[O:18])[CH3:17] |f:1.2.3|. Procedure details: 3-hydroxymethylphenol (10 g, 0.08 moles) is dissolved in acetone (50 ml). In the obtained solution potassium carbonate in powder (22.2 g, 0.16 moles) is suspended. To the suspension an acetylsalicylic acid chloride solution (16 g, 0.08 moles) in acetone (50 ml) is added at a temperature of 5°-10° C. under stirring. The mixture is maintained at a temperature in the above mentioned range, under stirring, for 2 hours, then filtered and the solvent evaporated under vacuum. The residue is crystallize... Starting materials: C(C1=CC=CC=C1)OC(=O)C=1C(C(=C(NC1C)C)C(=O)OC)C1=CC(=CC=C1)[N+](=O)[O-] (2,6-dimethyl-3-methoxycarbonyl-4-(3'-nitrophenyl)-1,4-dihydropyridine-5-carboxylic acid benzyl ester), C(C)O (ethanol). Run in N1=CC=CC=C1 (pyridine). The product is 3'-nitrobenzylideneacetoacetic acid methyl ester, C(C1=CC=CC=C1)OC(\C=C(\C)/N)=O (β-aminocrotonic acid benzyl ester). Isolated yield 75.0%. Reaction SMILES: [CH2:1]([O:8][C:9]([C:11]1C(C2C=CC=C([N+]([O-])=O)C=2)C(C(OC)=O)=C(C)[NH:15][C:16]=1[CH3:17])=[O:10])[C:2]1[CH:7]=[CH:6][CH:5]=[CH:4][CH:3]=1.C(O)C>N1C=CC=CC=1>[CH2:1]([O:8][C:9](=[O:10])/[CH:11]=[C:16](\[NH2:15])/[CH3:17])[C:2]1[CH:7]=[CH:6][CH:5]=[CH:4][CH:3]=1. Procedure: Analogously to Example 1 heating a solution of 75 mmols of 3'-nitrobenzylideneacetoacetic acid methyl ester and 75 mmols of β-aminocrotonic acid benzyl ester in 120 ml of pyridine for 10 hours gave 2,6-dimethyl-3-methoxycarbonyl-4-(3'-nitrophenyl)-1,4-dihydropyridine-5-carboxylic acid benzyl ester of melting point 133° C (from ethanol). Starting materials: CO (methanol), N1=CC=CC=C1 (pyridine), C(C)(=O)O (acetic acid), FC(C(C(F)(F)F)(O)C=1C=NC(=CC1CCC)N1CCN(CC1)CCO)(F)F (1,1,1,3,3,3-Hexafluoro-2-{6-[4-(2-hydroxyethyl)piperazin-1-yl]-4-propylpyridin-3-yl}propan-2-ol). The solvent is ClCCl (dichloromethane). Run at time 3 hour. Product: C(C)(=O)OCCN1CCN(CC1)C1=NC=C(C(=C1)CCC)C(C(F)(F)F)(C(F)(F)F)O (2-{4-[5-(1,1,1,3,3,3-hexafluoro-2-hydroxypropan-2-yl)-4-propylpyridin-2-yl]piperazin-1-yl}ethyl acetate). Isolated yield 36.0%. As a reaction SMILES: [F:1][C:2]([F:28])([F:27])[C:3]([C:9]1[CH:10]=[N:11][C:12]([N:18]2[CH2:23][CH2:22][N:21]([CH2:24][CH2:25][OH:26])[CH2:20][CH2:19]2)=[CH:13][C:14]=1[CH2:15][CH2:16][CH3:17])([OH:8])[C:4]([F:7])([F:6])[F:5].N1C=CC=CC=1.[C:35](O)(=[O:37])[CH3:36].CO>ClCCl>[C:35]([O:26][CH2:25][CH2:24][N:21]1[CH2:22][CH2:23][N:18]([C:12]2[CH:13]=[C:14]([CH2:15][CH2:16][CH3:17])[C:9]([C:3]([OH:8])([C:4]([F:7])([F:6])[F:5])[C:2]([F:27])([F:1])[F:28])=[CH:10][N:11]=2)[CH2:19][CH2:20]1)(=[O:37])[CH3:36]. Reported procedure: 1,1,1,3,3,3-Hexafluoro-2-{6-[4-(2-hydroxyethyl)piperazin-1-yl]-4-propylpyridin-3-yl}propan-2-ol (208 mg, 0.501 mol) was dissolved in dichloromethane (2.5 mL), added pyridine (121 μL, 1.50 mmol) and anhydrous acetic acid (142 μL, 1.50 mmol) under ice-cold conditions, and the mixture was stirred at room temperature for 3 hours. The reaction solution was added methanol, stirred at room temperature for 0.5 hours. The reaction solution was concentrated in vacuo, extracted with chloroform. The organic...